Task: describe an organic reaction: reactants, conditions, products, and yield. Dataset: the Open Reaction Database (ORD), a public repository of structured organic reaction records Reactants: O1CCCC1 (Tetrahydrofuran), C1(=CC=C(C=C1)S(=O)(=O)O)C (p-toluenesulfonic acid), solution, compound. The solvent is CO (methanol). Reaction conditions: time 1 hour. Product: C(CCCCCCC)C1=CC=C(S1)CCO (2-(5-Octyl-2-thienyl)ethanol). As a reaction SMILES: [O:1]1[CH2:5][CH2:4][CH2:3][CH2:2]1.[C:6]1([CH3:16])[CH:11]=[CH:10][C:9]([S:12](O)(=O)=O)=[CH:8]C=1>CO>[CH2:10]([C:9]1[S:12][C:4]([CH2:3][CH2:2][OH:1])=[CH:5][CH:8]=1)[CH2:11][CH2:6][CH2:16][CH2:2][CH2:3][CH2:4][CH3:5]. Procedure details: Tetrahydrofuran (20 ml) and p-toluenesulfonic acid (0.3 g) were added to a solution (80 ml) of the above-mentioned compound (6.5 g) in methanol and the mixture was stirred at room temperature for 1 hour. The solvent was distilled away and ethyl acetate was added to the resulting mixture. The mixture was washed with saturated brine and dried over anhydrous sodium sulfate. The solvent was distilled away and the residue obtained was purified by silica gel column chromatography (eluent; hexane:ethyl... The solvent is C(C)O (ethanol), C(C)O (ethanol). RXN SMILES: [CH3:1][O:2][N:3]=[C:4]([C:10]1[N:11]=[C:12]([NH:15][C:16]([O:18][CH2:19][C:20]([Cl:23])([Cl:22])[Cl:21])=[O:17])[S:13][CH:14]=1)[C:5]([O:7]CC)=[O:6].O>C(O)C>[CH3:1][O:2][N:3]=[C:4]([C:10]1[N:11]=[C:12]([NH:15][C:16]([O:18][CH2:19][C:20]([Cl:23])([Cl:21])[Cl:22])=[O:17])[S:13][CH:14]=1)[C:5]([OH:7])=[O:6]. Procedure: To a solution of 8.1 g. of ethyl α-methoxyimino-[2-(β,β,β-trichloroethoxycarbonylamino)thiazol-4-yl]acetate in 50 ml. of ethanol is added a solution of 11.2 g. of KCH in a mixture of 30 ml. of water and 150 ml. of ethanol. The whole mixture is stirred at room temperature for 1 hour, and then concentrated under reduced pressure. The residue is extracted with ethyl acetate. The water layer is made acidic with 10% aq. HCl and the separated solid is collected. Recrystallization of the solid from aq.... Yields the product CON=C(C(=O)O)C=1N=C(SC1)NC(=O)OCC(Cl)(Cl)Cl (α-methoxyimino-[2-(β,β,β-trichloroethoxycarbonylamino)-thiazol-4-yl]acetic acid). Reactants: CON=C(C(=O)OCC)C=1N=C(SC1)NC(=O)OCC(Cl)(Cl)Cl (ethyl α-methoxyimino-[2-(β,β,β-trichloroethoxycarbonylamino)thiazol-4-yl]acetate), O (water). Run at time 1 hour.